Dataset: the Open Reaction Database (ORD), a public repository of structured organic reaction records. Task: describe an organic reaction: reactants, conditions, products, and yield Reactants: COC(=O)c1ccc(NC(=O)c2ccc(C(C)(C)C)cc2)c(NC(=O)c2ccc(OC)cc2)c1, CO, [Na+], C1CCOC1, [OH-]. Product: COc1ccc(C(=O)Nc2cc(C(=O)O)ccc2NC(=O)c2ccc(C(C)(C)C)cc2)cc1. As a reaction SMILES: [CH3:1][O:2][c:3]1[cH:4][cH:5][c:6]([C:7](=[O:8])[NH:9][c:10]2[cH:11][c:12]([C:13](=[O:14])[O:15][CH3:16])[cH:17][cH:18][c:19]2[NH:20][C:21]([c:22]2[cH:23][cH:24][c:25]([C:28]([CH3:29])([CH3:30])[CH3:31])[cH:26][cH:27]2)=[O:32])[cH:33][cH:34]1.[CH3:42][OH:43].[Na+:36].[O:37]1[CH2:38][CH2:39][CH2:40][CH2:41]1.[OH-:35]>>[CH3:1][O:2][c:3]1[cH:4][cH:5][c:6]([C:7](=[O:8])[NH:9][c:10]2[cH:11][c:12]([C:13](=[O:14])[OH:15])[cH:17][cH:18][c:19]2[NH:20][C:21]([c:22]2[cH:23][cH:24][c:25]([C:28]([CH3:29])([CH3:30])[CH3:31])[cH:26][cH:27]2)=[O:32])[cH:33][cH:34]1. Reactants: C(C)(C)(C)NC(=O)C1=CN(C=2C1=NC(=CN2)C2=NNC1=C(C=CC=C21)CC)COCC[Si](C)(C)C (N-tert-butyl-2-(7-ethyl-1H-indazol-3-yl)-5-((2(trimethylsilyl)ethoxy)methyl)-5H-pyrrolo[3,2-b]pyrazine-7-carboxamide), FC(C(=O)O)(F)F (trifluoroacetic acid), C(CN)N (ethylenediamine). Run in CO.ClCCl (methanol dichloromethane), ClCCl (dichloromethane). Yields the product C(C)(C)(C)NC(=O)C1=CNC=2C1=NC(=CN2)C2=NNC1=C(C=CC=C21)CC (N-tert-butyl-2-(7-ethyl-1H-indazol-3-yl)-5H-pyrrolo[3,2-b]pyrazine-7-carboxamide). Yield: 48.3%. As a reaction SMILES: [C:1]([NH:5][C:6]([C:8]1[C:12]2=[N:13][C:14]([C:17]3[C:25]4[C:20](=[C:21]([CH2:26][CH3:27])[CH:22]=[CH:23][CH:24]=4)[NH:19][N:18]=3)=[CH:15][N:16]=[C:11]2[N:10](COCC[Si](C)(C)C)[CH:9]=1)=[O:7])([CH3:4])([CH3:3])[CH3:2].FC(F)(F)C(O)=O.C(N)CN>ClCCl.CO.ClCCl>[C:1]([NH:5][C:6]([C:8]1[C:12]2=[N:13][C:14]([C:17]3[C:25]4[C:20](=[C:21]([CH2:26][CH3:27])[CH:22]=[CH:23][CH:24]=4)[NH:19][N:18]=3)=[CH:15][N:16]=[C:11]2[NH:10][CH:9]=1)=[O:7])([CH3:4])([CH3:3])[CH3:2] |f:4.5|. Procedure: To a solution of N-tert-butyl-2-(7-ethyl-1H-indazol-3-yl)-5-((2(trimethylsilyl)ethoxy)methyl)-5H-pyrrolo[3,2-b]pyrazine-7-carboxamide (45 mg, 91.3 μmol) in dichloromethane (913 μL) was added trifluoroacetic acid (417 mg, 281 μL, 3.65 mmol) and stirred at room temperature. After 16 h the reaction mixture was concentrated. The residue was dissolved in dichloromethane (913 μL) and ethylenediamine (329 mg, 370 μL, 5.48 mmol) was added and stirred at room temperature. After 1 h the reaction was dilut... Reactants: C(C)(C)(C)OC(=O)N1CCN(CC1)CC1=CC=C(C=C1)[C@H]1COC=2C(=NC=CC2)O1 (4-[(S)-4-(2,3-dihydro-[1,4]dioxino[2,3-b]pyridin-3-yl)-benzyl]-piperazine-1-carboxylic acid tert-butyl ester), C(C)(C)(C)OC(=O)N1[C@@H]2CN[C@H](C1)C2 ((1S,4S)-2,5-Diaza-bicyclo[2.2.1]-heptane-2-carboxylic acid tert-butyl ester), N1(CCNCC1)CC1=CC=C(C=C1)[C@H]1COC=2C(=NC=CC2)O1 ((S)-3-(4-piperazin-1-ylmethyl-phenyl)-2,3-dihydro-[1,4]dioxino[2,3-b]pyridine). The product is [C@@H]12N(C[C@@H](NC1)C2)CC2=CC=C(C=C2)[C@H]2COC=1C(=NC=CC1)O2 ((S)-3-{4-[(1S,4S)-1-(2,5-Diaza-bicyclo[2.2.1]hept-2-yl)methyl]-phenyl}-2,3-dihydro-[1,4]dioxino[2,3-b]pyridine). RXN SMILES: C(OC([N:8]1[CH2:13][CH2:12][N:11]([CH2:14][C:15]2[CH:20]=[CH:19][C:18]([C@@H:21]3[O:30][C:25]4=[N:26][CH:27]=[CH:28][CH:29]=[C:24]4[O:23][CH2:22]3)=[CH:17][CH:16]=2)[CH2:10][CH2:9]1)=O)(C)(C)C.[C:31](OC(N1C[C@@H]2C[C@H]1CN2)=O)(C)(C)C.N1(CC2C=CC([C@@H]3OC4=NC=CC=C4OC3)=CC=2)CCNCC1>>[C@H:10]12[CH2:31][C@H:13]([NH:8][CH2:9]1)[CH2:12][N:11]2[CH2:14][C:15]1[CH:20]=[CH:19][C:18]([C@@H:21]2[O:30][C:25]3=[N:26][CH:27]=[CH:28][CH:29]=[C:24]3[O:23][CH2:22]2)=[CH:17][CH:16]=1. Reported procedure: The title product NN is prepared from NN-1 (prepared from Intermediate C and (1S,4S)-2,5-Diaza-bicyclo[2.2.1]-heptane-2-carboxylic acid tert-butyl ester according to General Method N) according to the procedure for synthesis of Intermediate S. Reactants: Cn1nc(CBr)c2c(Cl)ncnc21, O=C([O-])[O-], Cc1ccc(OCc2ccc(Cl)cc2)cc1O, [K+], [K+]. The product is Cc1ccc(OCc2ccc(Cl)cc2)cc1OCc1nn(C)c2ncnc(Cl)c12. Reaction SMILES: [Br:24][CH2:25][c:26]1[n:27][n:28]([CH3:36])[c:29]2[n:30][cH:31][n:32][c:33]([Cl:35])[c:34]12.[C:18](=[O:19])([O-:20])[O-:21].[Cl:1][c:2]1[cH:3][cH:4][c:5]([CH2:6][O:7][c:8]2[cH:9][cH:10][c:11]([CH3:15])[c:12]([OH:14])[cH:13]2)[cH:16][cH:17]1.[K+:22].[K+:23]>>[Cl:1][c:2]1[cH:3][cH:4][c:5]([CH2:6][O:7][c:8]2[cH:9][cH:10][c:11]([CH3:15])[c:12]([O:14][CH2:25][c:26]3[n:27][n:28]([CH3:36])[c:29]4[n:30][cH:31][n:32][c:33]([Cl:35])[c:34]34)[cH:13]2)[cH:16][cH:17]1. Reactants: C(O)([O-])=O.[Na+] (sodium hydrogencarbonate), C1(=CC=CC=C1)P(C1=CC=CC=C1)(C1=CC=CC=C1)=O (triphenylphosphine oxide), FC(S(=O)(=O)OS(=O)(=O)C(F)(F)F)(F)F (trifluoromethanesulfonic anhydride), CC1=CC=C2C=C(NC2=C1NS(=O)(=O)C=1SC=CC1)C(=O)NCCSC(C1=CC=CC=C1)(C1=CC=CC=C1)C1=CC=CC=C1 (6-Methyl-7-[(2-thienylsulfonyl)amino]-N-[2-(tritylthio)ethyl]-1H-indole-2-carboxamide). The solvent is ClCCl (dichloromethane). Conditions: time 15 minute. Yields the product S1C(=NCC1)C=1NC2=C(C(=CC=C2C1)C)NS(=O)(=O)C=1SC=CC1 (N-[2-(4,5-Dihydro-1,3-thiazol-2-yl)-6-methyl-1H-indol-7-yl]thiophene-2-sulfonamide). The yield is 74.4%. Reaction SMILES: C1(P(=O)(C2C=CC=CC=2)C2C=CC=CC=2)C=CC=CC=1.FC(F)(F)S(OS(C(F)(F)F)(=O)=O)(=O)=O.[CH3:36][C:37]1[C:45]([NH:46][S:47]([C:50]2[S:51][CH:52]=[CH:53][CH:54]=2)(=[O:49])=[O:48])=[C:44]2[C:40]([CH:41]=[C:42]([C:55]([NH:57][CH2:58][CH2:59][S:60]C(C3C=CC=CC=3)(C3C=CC=CC=3)C3C=CC=CC=3)=O)[NH:43]2)=[CH:39][CH:38]=1.C(=O)([O-])O.[Na+]>ClCCl>[S:60]1[CH2:59][CH2:58][N:57]=[C:55]1[C:42]1[NH:43][C:44]2[C:40]([CH:41]=1)=[CH:39][CH:38]=[C:37]([CH3:36])[C:45]=2[NH:46][S:47]([C:50]1[S:51][CH:52]=[CH:53][CH:54]=1)(=[O:49])=[O:48] |f:3.4|. Reported procedure: A mixture of triphenylphosphine oxide (1.5 g), trifluoromethanesulfonic anhydride (0.46 mL) and dichloromethane (25 mL) was stirred for 15 min under ice-cooling. 6-Methyl-7-[(2-thienylsulfonyl)amino]-N-[2-(tritylthio)ethyl]-1H-indole-2-carboxamide (0.57 g) was added, and the mixture was stirred for 4 hr under ice-cooling. The reaction mixture was poured into aqueous sodium hydrogencarbonate solution and extracted with dichloromethane. The aqueous layer was extracted with dichloromethane, and the... The reactants are [H-].[Na+] (NaH), COC(CO)=O (hydroxyacetic acid methyl ester), ClC=1C(=CC2=C(N(C(=N2)S(=O)(=O)C)COCC[Si](C)(C)C)C1)C1=CC=C(C=C1)C=1NN=CC1 (6-Chloro-2-methanesulfonyl-5-[4-(2H-pyrazol-3-yl)-phenyl]-1-(2-trimethylsilanyl-ethoxymethyl)-1H-benzoimidazole), ClC=1C(=CC2=C(N(C(=N2)S(=O)(=O)C)COCC[Si](C)(C)C)C1)C1=CC=C(C=C1)C=1NN=CC1 (6-Chloro-2-methanesulfonyl-5-[4-(2H-pyrazol-3-yl)-phenyl]-1-(2-trimethylsilanyl-ethoxymethyl)-1H-benzoimidazole). Run in C1CCOC1 (THF), C(C)#N (ACN), C1CCOC1 (THF). Reaction conditions: time 5 minute. The product is N=1NC(=CC1)C1=CC=C(C=C1)C1=CC2=C(N(C(=N2)OCC(=O)O)COCC[Si](C)(C)C)C=C1 ([5-[4-(2H-Pyrazol-3-yl)-phenyl]-1-(2-trimethylsilanyl-ethoxymethyl)-1H-benzoimidazol-2-yloxy]-acetic acid). As a reaction SMILES: [H-].[Na+].C[O:4][C:5](=[O:8])[CH2:6][OH:7].Cl[C:10]1[C:11]([C:31]2[CH:36]=[CH:35][C:34]([C:37]3[NH:38][N:39]=[CH:40][CH:41]=3)=[CH:33][CH:32]=2)=[CH:12][C:13]2[N:17]=[C:16](S(C)(=O)=O)[N:15]([CH2:22][O:23][CH2:24][CH2:25][Si:26]([CH3:29])([CH3:28])[CH3:27])[C:14]=2[CH:30]=1>C1COCC1.C(#N)C>[N:39]1[NH:38][C:37]([C:34]2[CH:35]=[CH:36][C:31]([C:11]3[CH:10]=[CH:30][C:14]4[N:15]([CH2:22][O:23][CH2:24][CH2:25][Si:26]([CH3:27])([CH3:28])[CH3:29])[C:16]([O:7][CH2:6][C:5]([OH:4])=[O:8])=[N:17][C:13]=4[CH:12]=3)=[CH:32][CH:33]=2)=[CH:41][CH:40]=1 |f:0.1|. Procedure details: A 20 mL scintillation vial equipped with a septum cap and a magnetic stirring bar was charged under N2 with NaH (18.0 mg, 60% suspension in mineral oil, 0.45 mmol). A solution of hydroxyacetic acid methyl ester (81.0 mg, 0.90 mmol) in THF (1.5 mL) was added dropwise to the vial. Immediately after the addition was complete, a solution of 6-chloro-2-methanesulfonyl-5-[4-(2H-pyrazol-3-yl)-phenyl]-1-(2-trimethylsilanyl-ethoxymethyl)-1H-benzoimidazole (compound 45-1, 75.0 mg, 0.150 mmol) in THF (1 mL... Product: FC1=CC=C(C=C1)CC(=O)Cl (2-(4-fluorophenyl)acetyl chloride). Reaction SMILES: [F:1][C:2]1[CH:7]=[CH:6][C:5]([CH2:8][C:9]([OH:11])=O)=[CH:4][CH:3]=1.C(Cl)(=O)C([Cl:15])=O>C(Cl)Cl.CN(C=O)C>[F:1][C:2]1[CH:7]=[CH:6][C:5]([CH2:8][C:9]([Cl:15])=[O:11])=[CH:4][CH:3]=1. Reagents/catalysts: CN(C)C=O (DMF). Solvent: C(Cl)Cl (DCM). Reactants: FC1=CC=C(C=C1)CC(=O)O (4-fluorophenylacetic acid), C(C(=O)Cl)(=O)Cl (oxalyl chloride). Procedure details: To a solution of 4-fluorophenylacetic acid (1) (25 g, 162 mmol) in DCM (75 mL) was added oxalyl chloride (28.4 mL. 324 mmol) and 3-4 drops of DMF. The mixture was stirred at r.t. for 1 h-2 h and concentrated to produce 2-(4-fluorophenyl)acetyl chloride (1a) (yellow oil) that was re-dissolved in toluene (100 mL). To this solution was added lead(II) thiocyanate (55.0 g, 170 mmol). The mixture was heated to reflux for 1.5 h-2 h, cooled down, filtered and the filtrate was concentrated. The residue w... Reactants: CCBr, CC(C)(C)OC(=O)NCCCNCc1c2ccccc2cc2ccccc12, CC#N, [K+], [K+], O=C([O-])[O-]. Product: CCN(CCCNC(=O)OC(C)(C)C)Cc1c2ccccc2cc2ccccc12. As a reaction SMILES: [Br:1][CH2:2][CH3:3].[C:4]([CH3:5])([CH3:6])([CH3:7])[O:8][C:9]([NH:10][CH2:11][CH2:12][CH2:13][NH:14][CH2:15][c:16]1[c:17]2[cH:18][cH:19][cH:20][cH:21][c:22]2[cH:23][c:24]2[cH:25][cH:26][cH:27][cH:28][c:29]12)=[O:30].[CH3:37][C:38]#[N:39].[K+:31].[K+:32].[O-:33][C:34]([O-:35])=[O:36]>>[CH2:2]([CH3:3])[N:14]([CH2:13][CH2:12][CH2:11][NH:10][C:9]([O:8][C:4]([CH3:5])([CH3:6])[CH3:7])=[O:30])[CH2:15][c:16]1[c:17]2[cH:18][cH:19][cH:20][cH:21][c:22]2[cH:23][c:24]2[cH:25][cH:26][cH:27][cH:28][c:29]12. Reactants: ClC1=CC=C(C[C@H]([C@H](C)NC(CC#N)C2=CC(=CC=C2)Br)C=2C=C(C#N)C=CC2)C=C1 (3-(1(S)-(4-chlorobenzyl)-2(S)-((1-(3-bromophenyl)-2-cyanoethyl)amino)propyl)benzonitrile), dipalladium, CN(C)C=O (DMF). The reagents and catalysts are [C-]#N.[Zn+2].[C-]#N (Zinc cyanide), C1(=CC=CC=C1)P([C-]1C=CC=C1)C1=CC=CC=C1.[C-]1(C=CC=C1)P(C1=CC=CC=C1)C1=CC=CC=C1.[Fe+2] (1,1′-bis(diphenylphosphino)ferrocene). Solvent: O (water). Reaction conditions: temperature 180 celsius. The product is ClC1=CC=C(C[C@H]([C@H](C)NC(CC#N)C2=CC(=CC=C2)C#N)C=2C=C(C#N)C=CC2)C=C1 (3-(1(S)-(4-chlorobenzyl)-2(S)-((1-(3-cyanophenyl)-2-cyanoethyl)amino)propyl)benzonitrile). Reaction SMILES: [Cl:1][C:2]1[CH:31]=[CH:30][C:5]([CH2:6][C@@H:7]([C:22]2[CH:23]=[C:24]([CH:27]=[CH:28][CH:29]=2)[C:25]#[N:26])[C@@H:8]([NH:10][CH:11]([C:15]2[CH:20]=[CH:19][CH:18]=[C:17](Br)[CH:16]=2)[CH2:12][C:13]#[N:14])[CH3:9])=[CH:4][CH:3]=1.[CH3:32][N:33](C=O)C>O.[C-]#N.[Zn+2].[C-]#N.C1(P(C2C=CC=CC=2)[C-]2C=CC=C2)C=CC=CC=1.[C-]1(P(C2C=CC=CC=2)C2C=CC=CC=2)C=CC=C1.[Fe+2]>[Cl:1][C:2]1[CH:31]=[CH:30][C:5]([CH2:6][C@@H:7]([C:22]2[CH:23]=[C:24]([CH:27]=[CH:28][CH:29]=2)[C:25]#[N:26])[C@@H:8]([NH:10][CH:11]([C:15]2[CH:20]=[CH:19][CH:18]=[C:17]([C:32]#[N:33])[CH:16]=2)[CH2:12][C:13]#[N:14])[CH3:9])=[CH:4][CH:3]=1 |f:3.4.5,6.7.8|. Procedure: A solution of 164 mg (0.33 mmol) of 3-(1(S)-(4-chlorobenzyl)-2(S)-((1-(3-bromophenyl)-2-cyanoethyl)amino)propyl)benzonitrile (mixture of two diastereomers) in 2 mL of DMF and 0.02 mL of water was treated with 35 mg of Zinc cyanide, 7 mg (0.008 mmol) of tris(dibenzylidineacetone) dipalladium and 11 mg (0.02 mmol) of 1,1′-bis(diphenylphosphino)ferrocene. The solution was degassed by bubbling N2 for 30 min, while the color changed from brown to yellow-orange. The vial was sealed and heated in a mic...